From a dataset of the Open Reaction Database (ORD), a public repository of structured organic reaction records. describe an organic reaction: reactants, conditions, products, and yield The reactants are CC1CCNCC1 (4-methylpiperidine), ClS(=O)(=O)C=1C=C(C(=O)O)C=CC1 (3-(chlorosulfonyl)benzoic acid), C([O-])([O-])=O.[K+].[K+] (Potassiumcarbonate). Solvent: C1CCOC1 (THF). Run at time 12 hour. The product is CC1CCN(CC1)S(=O)(=O)C=1C=C(C(=O)O)C=CC1 (3-((4-methylpiperidin-1-yl)sulfonyl)benzoic acid). As a reaction SMILES: [CH3:1][CH:2]1[CH2:7][CH2:6][NH:5][CH2:4][CH2:3]1.Cl[S:9]([C:12]1[CH:13]=[C:14]([CH:18]=[CH:19][CH:20]=1)[C:15]([OH:17])=[O:16])(=[O:11])=[O:10].C(=O)([O-])[O-].[K+].[K+]>C1COCC1>[CH3:1][CH:2]1[CH2:7][CH2:6][N:5]([S:9]([C:12]2[CH:13]=[C:14]([CH:18]=[CH:19][CH:20]=2)[C:15]([OH:17])=[O:16])(=[O:11])=[O:10])[CH2:4][CH2:3]1 |f:2.3.4|. Procedure details: 4-methylpiperidine (180 mg, 1.813 mmol) was added to the 3-(chlorosulfonyl)benzoic acid (200 mg, 0.906 mmol) in presence of Potassiumcarbonate (251 mg, 1.813 mmol) in THF (Volume: 5 ml) at room temperature and the reaction mixture was stirred for 12 h at room temperature. Reaction was monitored by TLC. After completion of the reaction, the solvent was removed by vacuum and then compound was purified by column chromatography (3% CH3OH/CH2Cl2) afforded the title compound as a solid. 1H NMR (CD3OD,... Starting materials: O1CCC(C2=CC=CC=C12)OCC(=O)OCC (ethyl 2-(chroman-4-yloxy)acetate), [OH-].[Na+] (sodium hydroxide), Cl (hydrochloric acid). Solvent: CO (methanol). Run at time 3 hour. The product is O1CCC(C2=CC=CC=C12)OCC(=O)O (2-(chroman-4-yloxy)acetic acid). RXN SMILES: [O:1]1[C:10]2[C:5](=[CH:6][CH:7]=[CH:8][CH:9]=2)[CH:4]([O:11][CH2:12][C:13]([O:15]CC)=[O:14])[CH2:3][CH2:2]1.[OH-].[Na+].Cl>CO>[O:1]1[C:10]2[C:5](=[CH:6][CH:7]=[CH:8][CH:9]=2)[CH:4]([O:11][CH2:12][C:13]([OH:15])=[O:14])[CH2:3][CH2:2]1 |f:1.2|. Procedure: A mixture of ethyl 2-(chroman-4-yloxy)acetate (403 mg, 1.71 mmol) and sodium hydroxide aqueous solution (2 M, 1.71 mL, 3.41 mmol) in methanol (10 mL) was stirred at rt for 3 h. Then, hydrochloric acid (2 M, 1.71 mL, 3.41 mmol) was added, and the solvent was removed in vacuo. The residue was suspended in THF, and the mixture was filtered through a pad of Celite. The filtrate was concentrated in vacuo to give 370 mg (quant) of the title compound as a colorless oil. This was used for the next step ... Conditions: temperature 40 celsius, time 12 hour. Product: C(C=C)C1CN(C2=CC=CC=3C2(C1O)N=CC3)C (3-Allyl-1-methyl-3H-pyrrolo[2,3-e]quinolin-4-ol). Starting materials: CC1=CNC=2C(=NC=3C=CC=CC3C21)O (1-methyl-3H-pyrrolo[2,3-c]quinolin-4-ol), C1CCOC1 (THF), C(C=C)Br (Allyl bromide), C(=O)([O-])[O-].[Cs+].[Cs+] (Cs2CO3). The solvent is CN1CCCC1=O (NMP). Yield: 54.0%. Procedure details: A solution of 1-methyl-3H-pyrrolo[2,3-c]quinolin-4-ol (1.2 g, 6.05 mmol) in a mixture of THF (30 mL) and NMP (60 mL) was treated with Cs2CO3 (2.95 g, 9.08 mmol). Allyl bromide (0.524 mL, 6.06 mmol) was added dropwise, and the resulting mixture was stirred at 40° C. for 12 h. The mixture was cooled and quenched with aqueous HCl (1 N) and EtOAc. The organic layer was separated, washed with aqueous HCl (1 N), brine, and dried over Na2SO4. Filtration and removal of the volatiles gave a residue that ... RXN SMILES: C[C:2]1[C:14]2[C:13]3[CH:12]=[CH:11][CH:10]=[CH:9][C:8]=3[N:7]=[C:6](O)[C:5]=2[NH:4][CH:3]=1.[C:16]([O-:19])([O-])=O.[Cs+].[Cs+].[CH2:22](Br)[CH:23]=C.[CH2:26]1COCC1>CN1C(=O)CCC1>[CH2:10]([CH:9]1[CH:16]([OH:19])[C:5]23[N:4]=[CH:3][CH:2]=[C:14]2[CH:13]=[CH:12][CH:11]=[C:6]3[N:7]([CH3:26])[CH2:8]1)[CH:22]=[CH2:23] |f:1.2.3|. Product: ( 4-1 ), N1N=CN=C1C1=NC=C(C=C1)C=C (2-(1H-1,2,4-triazol-5-yl)-5-vinylpyridine). Starting materials: ( 4-1 ), C(=C)C=1C=CC(=NC1)C#N (5-vinylpicolinonitrile), CO (methanol), C(=O)OC=O (formic anhydride), NN (hydrazine), C(=O)O (formic acid). Procedure: 5-vinylpicolinimidohydrazine (4-1) was synthesized by adding the 5-vinylpicolinonitrile intermediate (1-2) to a methanol solution, in which hydrazine was dissolved, and reacted at 24° C. 2-(1H-1,2,4-triazol-5-yl)-5-vinylpyridine (4-2) was prepared by reacting the 5-vinylpicolinimidohydrazine (4-1) with a mixed solution of formic anhydride and formic acid (in a volume ratio of 1:1). As a reaction SMILES: [CH:1]([C:3]1[CH:4]=[CH:5][C:6]([C:9]#[N:10])=[N:7][CH:8]=1)=[CH2:2].CO.[CH:13](OC=O)=O.C(O)=O.[NH2:21][NH2:22]>>[NH:21]1[C:9]([C:6]2[CH:5]=[CH:4][C:3]([CH:1]=[CH2:2])=[CH:8][N:7]=2)=[N:10][CH:13]=[N:22]1. Starting materials: ClCCl, CC(C)(C)N, O=C(Cl)C(=O)Cl, CC(C(=O)O)C1CCC2C3CCC4=CC(=O)CCC4(C)C3CCC12C, c1ccncc1, c1ccccc1. Yields the product CC(C(=O)NC(C)(C)C)C1CCC2C3CCC4=CC(=O)CCC4(C)C3CCC12C. As a reaction SMILES: [CH2:49]([Cl:50])[Cl:51].[CH3:38][C:39]([CH3:40])([CH3:41])[NH2:42].[Cl:32][C:33]([C:34]([Cl:35])=[O:36])=[O:37].[O:1]=[C:2]1[CH:3]=[C:4]2[CH2:5][CH2:6][CH:7]3[CH:8]4[CH2:9][CH2:10][CH:11]([CH:12]([CH3:13])[C:14](=[O:15])[OH:16])[C:17]4([CH3:25])[CH2:18][CH2:19][CH:20]3[C:21]2([CH3:24])[CH2:22][CH2:23]1.[cH:26]1[cH:27][cH:28][n:29][cH:30][cH:31]1.[cH:43]1[cH:44][cH:45][cH:46][cH:47][cH:48]1>>[O:1]=[C:2]1[CH:3]=[C:4]2[CH2:5][CH2:6][CH:7]3[CH:8]4[CH2:9][CH2:10][CH:11]([CH:12]([CH3:13])[C:14](=[O:16])[NH:42][C:39]([CH3:38])([CH3:40])[CH3:41])[C:17]4([CH3:25])[CH2:18][CH2:19][CH:20]3[C:21]2([CH3:24])[CH2:22][CH2:23]1.